This data is from the Open Reaction Database (ORD), a public repository of structured organic reaction records. The task is: describe an organic reaction: reactants, conditions, products, and yield The reactants are CC(=O)OC(C)=O, O, c1ccc(-c2cn[nH]c2-n2cnnc2)cc1. Product: CC(=O)n1cc(-c2ccccc2)c(-n2cnnc2)n1. RXN SMILES: [CH3:18][C:19](=[O:20])[O:21][C:22](=[O:23])[CH3:24].[OH2:17].[c:1]1(-[c:7]2[cH:8][n:9][nH:10][c:11]2-[n:12]2[cH:13][n:14][n:15][cH:16]2)[cH:2][cH:3][cH:4][cH:5][cH:6]1>>[c:1]1(-[c:7]2[cH:8][n:9]([C:19]([CH3:18])=[O:20])[n:10][c:11]2-[n:12]2[cH:13][n:14][n:15][cH:16]2)[cH:2][cH:3][cH:4][cH:5][cH:6]1. The reactants are N#Cc1cnn(CCO)c1N, ClC(c1ccccc1)(c1ccccc1)c1ccccc1, c1ccncc1. Product: N#Cc1cnn(CCOC(c2ccccc2)(c2ccccc2)c2ccccc2)c1N. Reaction SMILES: [NH2:1][c:2]1[c:3]([C:10]#[N:11])[cH:4][n:5][n:6]1[CH2:7][CH2:8][OH:9].[c:12]1([C:18]([c:19]2[cH:20][cH:21][cH:22][cH:23][cH:24]2)([c:25]2[cH:26][cH:27][cH:28][cH:29][cH:30]2)[Cl:31])[cH:13][cH:14][cH:15][cH:16][cH:17]1.[cH:32]1[cH:33][cH:34][n:35][cH:36][cH:37]1>>[NH2:1][c:2]1[c:3]([C:10]#[N:11])[cH:4][n:5][n:6]1[CH2:7][CH2:8][O:9][C:18]([c:12]1[cH:13][cH:14][cH:15][cH:16][cH:17]1)([c:19]1[cH:20][cH:21][cH:22][cH:23][cH:24]1)[c:25]1[cH:26][cH:27][cH:28][cH:29][cH:30]1. The reactants are C1(=CC=CC=C1)CN1CCC(CC1)N1CCOCC1 (4-[1-(phenylmethyl)-4-piperidinyl]-morpholine), [H][H] (hydrogen). Reagents/catalysts: [Pd] (palladium on activated charcoal). Run in CO (methanol). Yields the product N1CCC(CC1)N1CCOCC1 (4-(4-piperidinyl)-morpholine). Reaction SMILES: C1(C[N:8]2[CH2:13][CH2:12][CH:11]([N:14]3[CH2:19][CH2:18][O:17][CH2:16][CH2:15]3)[CH2:10][CH2:9]2)C=CC=CC=1.[H][H]>CO.[Pd]>[NH:8]1[CH2:13][CH2:12][CH:11]([N:14]2[CH2:19][CH2:18][O:17][CH2:16][CH2:15]2)[CH2:10][CH2:9]1. Procedure details: 41.59 g (0.16 Mol) 4-[1-(phenylmethyl)-4-piperidinyl]-morpholine (N) are dissolved in 400 mL methanol, combined with 5.2 g palladium on activated charcoal (10%) and hydrogenated for 18 hours at ambient temperature with 50 psi hydrogen. The catalyst is filtered off and the filtrate is evaporated down. A colourless oil remains, which crystallises after a short time. Yield: 48.1%. Reaction conditions: temperature 150 celsius. The solvent is [OH-].[Na+] (sodium hydroxide). The product is [N+](=O)([O-])C1=C(N)C=C(C=C1)OC1=CC=CC=C1 (2-nitro-5-phenoxyaniline). Procedure: A mixture of 1.09 g of 5-chloro-2-nitroaniline, 10 g of phenol and 2.0 g of anhydrous potassium carbonate was heated at 150° C for 4 days. The reaction mixture was diluted with 1N sodium hydroxide and extracted with ethyl acetate. The ethyl acetate layer was washed with 1N sodium hydroxide, water and brine in turn and dried over anhydrous sodium sulfate. After removal of the solvent, the residue was chromatographed on silica gel using chloroform to give 0.70 g of 2-nitro-5-phenoxyaniline. Reaction SMILES: Cl[C:2]1[CH:3]=[CH:4][C:5]([N+:9]([O-:11])=[O:10])=[C:6]([CH:8]=1)[NH2:7].[C:12]1([OH:18])[CH:17]=[CH:16][CH:15]=[CH:14][CH:13]=1.C(=O)([O-])[O-].[K+].[K+]>[OH-].[Na+]>[N+:9]([C:5]1[CH:4]=[CH:3][C:2]([O:18][C:12]2[CH:17]=[CH:16][CH:15]=[CH:14][CH:13]=2)=[CH:8][C:6]=1[NH2:7])([O-:11])=[O:10] |f:2.3.4,5.6|. Reactants: ClC=1C=CC(=C(N)C1)[N+](=O)[O-] (5-chloro-2-nitroaniline), C1(=CC=CC=C1)O (phenol), C([O-])([O-])=O.[K+].[K+] (potassium carbonate). Reactants: O=C([O-])O, O=C(Cl)Oc1ccccc1, [Na+], Nc1ccc(-c2nc(CS(=O)(=O)c3ccccc3)cc(N3CCOCC3)n2)cc1, C1COCCO1. Product: O=C(Nc1ccc(-c2nc(CS(=O)(=O)c3ccccc3)cc(N3CCOCC3)n2)cc1)Oc1ccccc1. As a reaction SMILES: [C:30](=[O:31])([OH:32])[O-:33].[Cl:35][C:36](=[O:37])[O:38][c:39]1[cH:40][cH:41][cH:42][cH:43][cH:44]1.[Na+:34].[O:1]1[CH2:2][CH2:3][N:4]([c:7]2[n:8][c:9](-[c:23]3[cH:24][cH:25][c:26]([NH2:29])[cH:27][cH:28]3)[n:10][c:11]([CH2:13][S:14](=[O:15])(=[O:16])[c:17]3[cH:18][cH:19][cH:20][cH:21][cH:22]3)[cH:12]2)[CH2:5][CH2:6]1.[O:45]1[CH2:46][CH2:47][O:48][CH2:49][CH2:50]1>>[O:1]1[CH2:2][CH2:3][N:4]([c:7]2[n:8][c:9](-[c:23]3[cH:24][cH:25][c:26]([NH:29][C:36](=[O:37])[O:38][c:39]4[cH:40][cH:41][cH:42][cH:43][cH:44]4)[cH:27][cH:28]3)[n:10][c:11]([CH2:13][S:14](=[O:15])(=[O:16])[c:17]3[cH:18][cH:19][cH:20][cH:21][cH:22]3)[cH:12]2)[CH2:5][CH2:6]1. The reactants are CN1CCCC1c1ccc(CCNC(=O)c2ccc(Br)cc2)cc1, Cl, O. Product: CN1CCCC1c1ccc(CCN)cc1. As a reaction SMILES: [Br:1][c:2]1[cH:3][cH:4][c:5]([C:6](=[O:7])[NH:8][CH2:9][CH2:10][c:11]2[cH:12][cH:13][c:14]([CH:17]3[N:18]([CH3:22])[CH2:19][CH2:20][CH2:21]3)[cH:15][cH:16]2)[cH:23][cH:24]1.[ClH:26].[OH2:25]>>[NH2:8][CH2:9][CH2:10][c:11]1[cH:12][cH:13][c:14]([CH:17]2[N:18]([CH3:22])[CH2:19][CH2:20][CH2:21]2)[cH:15][cH:16]1. Reactants: CC(C)(C)OC(=O)N1CC(NC(=O)CNC(=O)c2cc(C(F)(F)F)ccc2Cl)C1, O=C(O)C(F)(F)F. Product: O=C(CNC(=O)c1cc(C(F)(F)F)ccc1Cl)NC1CNC1. As a reaction SMILES: [C:8]([O:9][C:10](=[O:11])[N:15]1[CH2:16][CH:17]([NH:19][C:20]([CH2:21][NH:22][C:23]([c:24]2[c:25]([Cl:34])[cH:26][cH:27][c:28]([C:30]([F:31])([F:32])[F:33])[cH:29]2)=[O:35])=[O:36])[CH2:18]1)([CH3:12])([CH3:13])[CH3:14].[F:1][C:2]([F:3])([F:4])[C:5]([OH:6])=[O:7]>>[NH:15]1[CH2:16][CH:17]([NH:19][C:20]([CH2:21][NH:22][C:23]([c:24]2[c:25]([Cl:34])[cH:26][cH:27][c:28]([C:30]([F:31])([F:32])[F:33])[cH:29]2)=[O:35])=[O:36])[CH2:18]1.